Dataset: the Open Reaction Database (ORD), a public repository of structured organic reaction records. Task: describe an organic reaction: reactants, conditions, products, and yield The reactants are C(Br)(Br)(Br)Br (carbon tetrabromide), C(C1=CC=CC=C1)OCCCCCCC(CO)CCCCCCOCC1=CC=CC=C1 (2,2-bis(6-benzyloxyhexyl)ethanol), C1(=CC=CC=C1)P(C1=CC=CC=C1)C1=CC=CC=C1 (triphenylphosphine). Solvent: C(Cl)Cl (methylene chloride), C(Cl)Cl (methylene chloride). Reaction conditions: time 1 hour. The product is C(C1=CC=CC=C1)OCCCCCCC(CBr)CCCCCCOCC1=CC=CC=C1 (2,2-bis(6-benzyloxyhexyl)ethyl bromide). Isolated yield 69.5%. RXN SMILES: [CH2:1]([O:8][CH2:9][CH2:10][CH2:11][CH2:12][CH2:13][CH2:14][CH:15]([CH2:18][CH2:19][CH2:20][CH2:21][CH2:22][CH2:23][O:24][CH2:25][C:26]1[CH:31]=[CH:30][CH:29]=[CH:28][CH:27]=1)[CH2:16]O)[C:2]1[CH:7]=[CH:6][CH:5]=[CH:4][CH:3]=1.C1(P(C2C=CC=CC=2)C2C=CC=CC=2)C=CC=CC=1.C(Br)(Br)(Br)[Br:52]>C(Cl)Cl>[CH2:1]([O:8][CH2:9][CH2:10][CH2:11][CH2:12][CH2:13][CH2:14][CH:15]([CH2:18][CH2:19][CH2:20][CH2:21][CH2:22][CH2:23][O:24][CH2:25][C:26]1[CH:31]=[CH:30][CH:29]=[CH:28][CH:27]=1)[CH2:16][Br:52])[C:2]1[CH:7]=[CH:6][CH:5]=[CH:4][CH:3]=1. Procedure details: First, 13.8 g of 2,2-bis(6-benzyloxyhexyl)ethanol, 10.2 g of triphenylphosphine, and 50 ml of methylene chloride were placed in a 200 ml flask. Then, 50 ml of a methylene chloride solution containing 16.1 g of carbon tetrabromide was added dropwise to the reaction mixture at room temperature, and the reaction mixture was stirred for 1 hour. The reaction mixture was washed with an aqueous solution of sodium bicarbonate and water in this order. The resultant reaction mixture was dried over anhydro... Reactants: CC1(OB(OC1(C)C)C1=CC(CCC1)=O)C (3-(4,4,5,5-tetramethyl-1,3,2-dioxaborolan-2-yl)cyclohex-2-enone), ClC1=C(C=NC=C1)[N+](=O)[O-] (4-chloro-3-nitropyridine). Reagents/catalysts: C1=CC=C(C=C1)P([C-]2C=CC=C2)C3=CC=CC=C3.C1=CC=C(C=C1)P([C-]2C=CC=C2)C3=CC=CC=C3.Cl[Pd]Cl.[Fe+2].C(Cl)Cl (Pd(dppf)Cl2 DCM). Run in O1CCOCC1 (dioxane), C(=O)([O-])[O-].[Na+].[Na+] (Na2CO3), CCOC(=O)C (EtOAc). Conditions: temperature 110 celsius. Yields the product [N+](=O)([O-])C=1C=NC=CC1C1=CC(CCC1)=O (3-(3-nitropyridin-4-yl)cyclohex-2-enone). Isolated yield 55.0%. As a reaction SMILES: CC1(C)C(C)(C)OB([C:9]2[CH2:14][CH2:13][CH2:12][C:11](=[O:15])[CH:10]=2)O1.Cl[C:18]1[CH:23]=[CH:22][N:21]=[CH:20][C:19]=1[N+:24]([O-:26])=[O:25]>O1CCOCC1.C([O-])([O-])=O.[Na+].[Na+].CCOC(C)=O.C1C=CC(P(C2C=CC=CC=2)[C-]2C=CC=C2)=CC=1.C1C=CC(P(C2C=CC=CC=2)[C-]2C=CC=C2)=CC=1.Cl[Pd]Cl.[Fe+2].C(Cl)Cl>[N+:24]([C:19]1[CH:20]=[N:21][CH:22]=[CH:23][C:18]=1[C:9]1[CH2:14][CH2:13][CH2:12][C:11](=[O:15])[CH:10]=1)([O-:26])=[O:25] |f:3.4.5,7.8.9.10.11|. Procedure details: To a solution of 3-(4,4,5,5-tetramethyl-1,3,2-dioxaborolan-2-yl)cyclohex-2-enone (1.0 equiv.) in degassed dioxane and 2M Na2CO3 was added 4-chloro-3-nitropyridine (1.2 equiv.) and Pd(dppf)Cl2-DCM (0.05 equiv.). The reaction was heated in an oil bath to 110° C. for 2 hours. Cooled to room temperature, then diluted with EtOAc, added H2O— dark solution, lots of emulsions. Filtered to get rid of the solids, then extracted the organic phase, dried with Na2SO4, and concentrated. The crude was purified... Reaction conditions: time 1.5 hour. Solvent: C(Cl)Cl (methylene chloride), C([O-])(O)=O.[Na+] (sodium bicarbonate). The product is C(C)(=O)N1C=C2C[C@H]3N(C[C@H](C[C@@H]3C=3C=C(C=C1C32)[N+](=O)[O-])NC(N(CC)CC)=O)C (3-(1-acetyl-6-methyl-13-nitro-8α-ergolinyl)-1,1-diethylurea). Reaction SMILES: [N+:1]([C:4]1[CH:5]=[C:6]2[C:19]3[C:9]([CH2:10][C@@H:11]4[C@@H:16]([C:17]=3[CH:18]=1)[CH2:15][C@H:14]([NH:20][C:21](=[O:27])[N:22]([CH2:25][CH3:26])[CH2:23][CH3:24])[CH2:13][N:12]4[CH3:28])=[CH:8][NH:7]2)([O-:3])=[O:2].[C:29](Cl)(=[O:31])[CH3:30].[OH-].[K+]>C(Cl)Cl.S([O-])(O)(=O)=O.C([N+](CCCC)(CCCC)CCCC)CCC.C(=O)(O)[O-].[Na+]>[C:29]([N:7]1[C:6]2[C:19]3[C:9]([CH2:10][C@@H:11]4[C@@H:16]([C:17]=3[CH:18]=[C:4]([N+:1]([O-:3])=[O:2])[CH:5]=2)[CH2:15][C@H:14]([NH:20][C:21](=[O:27])[N:22]([CH2:25][CH3:26])[CH2:23][CH3:24])[CH2:13][N:12]4[CH3:28])=[CH:8]1)(=[O:31])[CH3:30] |f:2.3,5.6,7.8|. Procedure: A solution is prepared from 410 mg of 3-(13-nitro-6-methyl-8α-ergolinyl)-1,1-diethylurea in 10 ml of methylene chloride, 40 mg of tetrabutylammonium hydrogen sulfate and 0.8 ml of acetyl chloride are added, and this mixture is poured on 1 g of pulverized potassium hydroxide. After 1.5 hours of agitation at room temperature, the mixture is diluted with sodium bicarbonate solution, the organic phase is separated and dried with sodium sulfate. After evaporation and chromatography as indicated in Ex... Reagents/catalysts: S(=O)(=O)(O)[O-].C(CCC)[N+](CCCC)(CCCC)CCCC (tetrabutylammonium hydrogen sulfate). Reactants: [N+](=O)([O-])C=1C=C2NC=C3C[C@H]4N(C[C@H](C[C@@H]4C(C1)=C32)NC(N(CC)CC)=O)C (3-(13-nitro-6-methyl-8α-ergolinyl)-1,1-diethylurea), C(C)(=O)Cl (acetyl chloride), [OH-].[K+] (potassium hydroxide).